This data is from the Open Reaction Database (ORD), a public repository of structured organic reaction records. The task is: describe an organic reaction: reactants, conditions, products, and yield The reactants are NC1=C(C#N)C(=CC=C1N)N1CC(CCC1)C(F)(F)F (2,3-diamino-6-(3-trifluoromethyl-piperidin-1-yl)benzonitrile), ClC1=C(C=C(CNC(=O)C2(CC2)C(F)(F)F)C=C1)N=C=S (N-(4-chloro-3-isothiocyanatobenzyl)-1-(trifluoromethyl)cyclopropane carboxamide), C(CCl)Cl (EDC). Run in CN(C)C=O (DMF). The product is ClC1=C(C=C(CNC(=O)C2(CC2)C(F)(F)F)C=C1)NC1=NC2=C(N1)C=CC(=C2C#N)N2CC(CCC2)C(F)(F)F (N-{4-Chloro-3-[4-cyano-5-(3-trifluoromethyl-piperidin-1-yl)-1H-benzimidazol-2-ylamino]-benzyl}-1-trifluoromethyl-cyclopropanamide). As a reaction SMILES: [NH2:1][C:2]1[C:9]([NH2:10])=[CH:8][CH:7]=[C:6]([N:11]2[CH2:16][CH2:15][CH2:14][CH:13]([C:17]([F:20])([F:19])[F:18])[CH2:12]2)[C:3]=1[C:4]#[N:5].[Cl:21][C:22]1[CH:38]=[CH:37][C:25]([CH2:26][NH:27][C:28]([C:30]2([C:33]([F:36])([F:35])[F:34])[CH2:32][CH2:31]2)=[O:29])=[CH:24][C:23]=1[N:39]=[C:40]=S.C(Cl)CCl>CN(C=O)C>[Cl:21][C:22]1[CH:38]=[CH:37][C:25]([CH2:26][NH:27][C:28]([C:30]2([C:33]([F:36])([F:35])[F:34])[CH2:31][CH2:32]2)=[O:29])=[CH:24][C:23]=1[NH:39][C:40]1[NH:10][C:9]2[CH:8]=[CH:7][C:6]([N:11]3[CH2:16][CH2:15][CH2:14][CH:13]([C:17]([F:20])([F:18])[F:19])[CH2:12]3)=[C:3]([C:4]#[N:5])[C:2]=2[N:1]=1. Procedure: The title compound was prepared in analogy to Example 71 using 2,3-diamino-6-(3-trifluoromethyl-piperidin-1-yl)benzonitrile (115 mg, 0.40 mmol), N-(4-chloro-3-isothiocyanatobenzyl)-1-(trifluoromethyl)cyclopropane carboxamide (135 mg; 0.40 mmol), EDC (77 mg, 0.40 mmol) and DMF (3 mL). Reactants: N1N=CN=C1 (1,2,4-triazole), [H-].[Na+] (NaH), ClC1=CC=C(C=C1)NC(C1=C(C=CC(=C1)Cl)NC(=O)C=1SC=C(C1Cl)CCl)=O (N-(4-chlorophenyl)-2-[((4-(chloromethyl)-3-chlorothiophen-2-yl)carbonyl)amino]-5-chlorobenzamide). The solvent is CN(C)C=O (DMF), CN(C)C=O (DMF). Conditions: time 10 minute. Product: ClC1=CC=C(C=C1)NC(C1=C(C=CC(=C1)Cl)NC(=O)C=1SC=C(C1Cl)CN1N=CN=C1)=O (N-(4-chlorophenyl)-2-[((3-chloro-4-((1,2,4-triazol-1-yl)methyl)thiophen-2-yl)carbonyl)amino]-5-chlorobenzamide). Yield: 102.8%. Reaction SMILES: [NH:1]1[CH:5]=[N:4][CH:3]=[N:2]1.[H-].[Na+].[Cl:8][C:9]1[CH:14]=[CH:13][C:12]([NH:15][C:16](=[O:35])[C:17]2[CH:22]=[C:21]([Cl:23])[CH:20]=[CH:19][C:18]=2[NH:24][C:25]([C:27]2[S:28][CH:29]=[C:30]([CH2:33]Cl)[C:31]=2[Cl:32])=[O:26])=[CH:11][CH:10]=1>CN(C=O)C>[Cl:8][C:9]1[CH:10]=[CH:11][C:12]([NH:15][C:16](=[O:35])[C:17]2[CH:22]=[C:21]([Cl:23])[CH:20]=[CH:19][C:18]=2[NH:24][C:25]([C:27]2[S:28][CH:29]=[C:30]([CH2:33][N:1]3[CH:5]=[N:4][CH:3]=[N:2]3)[C:31]=2[Cl:32])=[O:26])=[CH:13][CH:14]=1 |f:1.2|. Reported procedure: To a solution of 1,2,4-triazole (0.40 g, 5.7 mmol) in DMF (10 mL) was added NaH (60% dispersion in mineral oil, 0.23 g, 5.7 mmol) and the mixture stirred at ambient temperature. After 10 min, N-(4-chlorophenyl)-2-[((4-(chloromethyl)-3-chlorothiophen-2-yl)carbonyl)amino]-5-chlorobenzamide (0.90 g, 1.9 mmol) in DMF (5 mL) was added and stirring continued. After 18 hours, the mixture was poured onto water and extracted with methylene chloride. The organic layer was dried over MgSO4 and concentrated...